This data is from the Open Reaction Database (ORD), a public repository of structured organic reaction records. The task is: describe an organic reaction: reactants, conditions, products, and yield Starting materials: O=C[C@H](O)[C@@H](O)[C@H](O)[C@H](O)CO (D-glucose). Run in CC(=O)C (acetone). Product: 5,6-di-O-isopropylidene-3-amino-3-deoxy-α-D-allofuranose, CC1(OC[C@@H](O1)[C@@H]2[C@@H]([C@@H]3[C@H](O2)OC(O3)(C)C)O)C (1,2:5,6-di-O-isopropylidene-α-D-glucofuranose). Reaction SMILES: [O:1]=[CH:2][C@@H:3]([C@H:5]([C@@H:7]([C@@H:9]([CH2:11][OH:12])[OH:10])[OH:8])[OH:6])[OH:4]>CC(C)=O>[CH3:2][C:3]1([CH3:5])[O:4][C@@H:3]([C@H:5]2[O:6][C@@H:11]3[O:12][C:9]([CH3:11])([CH3:7])[O:10][C@@H:9]3[C@H:7]2[OH:8])[CH2:2][O:1]1. Procedure details: The process of claim 1 where the 1,2:5,6-di-O-isopropylidene-3-amino-3-deoxy-α-D-allofuranose is prepared by reacting D-glucose with acetone to produce 1,2:5,6-di-O-isopropylidene-α-D-glucofuranose, oxidizing the glucofuranose to produce 1,2:5,6-di-O-isopropylidene-α-D-ribo-hexofuranose-3-ulose, subjecting the hexofuranose to oximization to produce 1,2:5,6-di-O-isopropylidene-α-D-ribo-hexofuranose-3-ulose oxime, and reducing the oxime to produce said 1,2:5,6-di-O-isopropylidene-3-amino-3-deoxy-α...